This data is from the Open Reaction Database (ORD), a public repository of structured organic reaction records. The task is: describe an organic reaction: reactants, conditions, products, and yield The reactants are S1C(=NC=C1)NC(P(O)(=O)O)P(O)(=O)O (1-(thiazole-2-ylamino)methane-1,1-diphosphonic acid), [N+](=O)([O-])[O-].[Ag+] (silver nitrate). The solvent is O (water), O (water). Yields the product S1C(=NC=C1)NC(P([O-])(=O)[O-])P(O)(=O)O.[Ag+].[Ag+] (disilver 1-(thiazol-2-ylamino)-methane-1,1-diphosphonate). Reaction SMILES: [S:1]1[CH:5]=[CH:4][N:3]=[C:2]1[NH:6][CH:7]([P:12]([OH:15])(=[O:14])[OH:13])[P:8]([OH:11])(=[O:10])[OH:9].[N+]([O-])([O-])=O.[Ag+:20]>O>[S:1]1[CH:5]=[CH:4][N:3]=[C:2]1[NH:6][CH:7]([P:8]([OH:11])(=[O:9])[OH:10])[P:12]([O-:14])(=[O:13])[O-:15].[Ag+:20].[Ag+:20] |f:1.2,4.5.6|. Reported procedure: 0.954 mg of 1-(thiazole-2-ylamino)methane-1,1-diphosphonic acid (example 1) are dissolved in 10 ml of water. A solution of 1.018 g of silver nitrate in 5 ml of water is added dropwise, while stirring. The mixture is then stirred for another 30 minutes. The precipitate is filtered off and washed successively with methanol and diethyl ether, yielding the disilver 1-(thiazol-2-ylamino)-methane-1,1-diphosphonate, which has a melting point of more than 320°. Starting materials: C(C(CCC)CCC)(=O)O (valproic acid), [OH-].[Na+] (NaOH). Solvent: O (water). Product: CCCC(CCC)C(=O)O.CCCC(CCC)C(=O)[O-].[Na+] (divalproex sodium). Isolated yield 99.2%. As a reaction SMILES: [C:1]([OH:10])(=[O:9])[CH:2]([CH2:6][CH2:7][CH3:8])[CH2:3][CH2:4][CH3:5].[OH-].[Na+:12]>O>[CH3:5][CH2:4][CH2:3][CH:2]([C:1]([OH:10])=[O:9])[CH2:6][CH2:7][CH3:8].[CH3:5][CH2:4][CH2:3][CH:2]([C:1]([O-:10])=[O:9])[CH2:6][CH2:7][CH3:8].[Na+:12] |f:1.2,4.5.6|. Procedure: In a 3-L round-bottomed flask was placed valproic acid (144 g, 1 mole) and 40% NaOH aqueous solution (50 g, 0.5 mole). The resulting solution was then put on a rotavaper, applied vacuum, and heated up slowly (e.g., water bath temperature from room temperature to 95° C.) to remove the water. Upon completion of the water removals the reaction mixture was allowed to cool down to room temperature to obtain divalproex sodium (154 g, 100%).